Dataset: the Open Reaction Database (ORD), a public repository of structured organic reaction records. Task: describe an organic reaction: reactants, conditions, products, and yield The reactants are C(C)(C)C1=NC(=C(C(=C1CO)C1=CC=C(C=C1)F)\C=C\C1=C(C=CC=C1)C)C(C)C (2,6-Diisopropyl-3-hydroxymethyl-4-(4-fluorophenyl)-5-[2(E)-(2-methyl-phenyl)ethenyl]pyridine). The solvent is C(C)(=O)OCC.CCCCCC (ethyl acetate hexane). The product is C(C)(C)C1=NC(=C(C(=C1CO)C1=CC=C(C=C1)F)CCC1=C(C=CC=C1)C)C(C)C (2,6-Diisopropyl-3-hydroxymethyl-4-(4-fluorophenyl)-5-[2-(2-methyl-phenyl)ethyl]pyridine). Reaction SMILES: [CH:1]([C:4]1[C:9]([CH2:10][OH:11])=[C:8]([C:12]2[CH:17]=[CH:16][C:15]([F:18])=[CH:14][CH:13]=2)[C:7](/[CH:19]=[CH:20]/[C:21]2[CH:26]=[CH:25][CH:24]=[CH:23][C:22]=2[CH3:27])=[C:6]([CH:28]([CH3:30])[CH3:29])[N:5]=1)([CH3:3])[CH3:2]>C(OCC)(=O)C.CCCCCC>[CH:1]([C:4]1[C:9]([CH2:10][OH:11])=[C:8]([C:12]2[CH:17]=[CH:16][C:15]([F:18])=[CH:14][CH:13]=2)[C:7]([CH2:19][CH2:20][C:21]2[CH:26]=[CH:25][CH:24]=[CH:23][C:22]=2[CH3:27])=[C:6]([CH:28]([CH3:30])[CH3:29])[N:5]=1)([CH3:3])[CH3:2] |f:1.2|. Procedure details: The title compound was prepared from 2,6diisopropyl-3-hydroxymethyl-(4-fluorophenyl)-5-[2(E)-(2-methylphenyl)ethenyl]pyridine (Example 40) according to the procedure described in Example 1, Step H. 1H NMR (300 MHz, CDCl3): δ7.16 (m, 4 H), 7.06 (m, 3 H), 6.81 (m, 1 H), 4.35 (d, J=4 Hz, 2 H), 3.42 (sept, J=6.6 Hz, 2 H), 2.57 (m, 4 H), 1.97 (s, 3 H), 1.36 (d, J=6.6 Hz, 6 H), 1.35 (d, J=6.6 Hz, 6 H), 1.19 (m, 1 H). FAB-MS: calculated for (C27H32FNO) 405, found 406 (M+H). Anal. Calcd for C27H32FNO: C...